From a dataset of the Open Reaction Database (ORD), a public repository of structured organic reaction records. describe an organic reaction: reactants, conditions, products, and yield The reactants are C([O-])([O-])=O.[K+].[K+] (potassium carbonate), FC(S(=O)(=O)Cl)(F)F (trifluoromethanesulfonyl chloride), C(CCC)C1(C(C2=C(C(=C(C=C2C1)O)Cl)Cl)=O)C1CCCC1 (2-butyl-6,7-dichloro-2-cyclopentyl-2,3-dihydro-5-hydroxy-1H-inden-1-one). Solvent: CN(C=O)C (dimethylformamide). Yields the product C(CCC)C1(C(C2=C(C(=C(C=C2C1)OS(=O)(=O)C(F)(F)F)Cl)Cl)=O)C1CCCC1 ((2-butyl-6,7-dichloro-2-cyclopentyl-2,3-dihydro-1-oxo-1H-inden-5-yl)trifluoromethanesulfonate). As a reaction SMILES: [CH2:1]([C:5]1([CH:18]2[CH2:22][CH2:21][CH2:20][CH2:19]2)[CH2:13][C:12]2[C:7](=[C:8]([Cl:16])[C:9]([Cl:15])=[C:10]([OH:14])[CH:11]=2)[C:6]1=[O:17])[CH2:2][CH2:3][CH3:4].C(=O)([O-])[O-].[K+].[K+].[F:29][C:30]([F:36])([F:35])[S:31](Cl)(=[O:33])=[O:32]>CN(C)C=O>[CH2:1]([C:5]1([CH:18]2[CH2:22][CH2:21][CH2:20][CH2:19]2)[CH2:13][C:12]2[C:7](=[C:8]([Cl:16])[C:9]([Cl:15])=[C:10]([O:14][S:31]([C:30]([F:36])([F:35])[F:29])(=[O:33])=[O:32])[CH:11]=2)[C:6]1=[O:17])[CH2:2][CH2:3][CH3:4] |f:1.2.3|. Procedure: The starting material, 2-butyl-6,7-dichloro-2-cyclopentyl-2,3-dihydro-5-hydroxy-1H-inden-1-one, dissolved in dimethylformamide was treated with potassium carbonate and trifluoromethanesulfonyl chloride to form (2-butyl-6,7-dichloro-2-cyclopentyl-2,3-dihydro-1-oxo-1H-inden-5-yl)trifluoromethanesulfonate (Step 1). This material was subjected to triflate displacement by reaction with diethyl malonate to form diethyl-5-(2-butyl-6,7-dichloro-2-cyclopentyl-2,3-dihydro-1-oxo-1H-inden-5-yl)malonate (Ste... Yield: 98.0%. Conditions: temperature 60 celsius. RXN SMILES: [CH3:1][O:2][C:3]1[CH:4]=[C:5]2[C:9](=[CH:10][CH:11]=1)[C:8](=[O:12])[CH2:7][C:6]2([CH3:14])[CH3:13].S(=O)(=O)(O)O.[N-:20]=[N+]=[N-].[Na+]>C1C=CC=CC=1.O>[CH3:1][O:2][C:3]1[CH:4]=[C:5]2[C:9](=[CH:10][CH:11]=1)[C:8](=[O:12])[NH:20][CH2:7][C:6]2([CH3:14])[CH3:13] |f:2.3|. The solvent is C1=CC=CC=C1 (benzene), O (water). Procedure: A solution of 5-methoxy-3,3-dimethyl-indane-1-one (Intermediate 16, 3.3 g, 17.4 mmol) in benzene (50 mL) was treated with concentrated sulfuric acid (10 mL) and heated to 60° C. Sodium azide (1.95 g, 30 mmol) was added in small portions and after the addition was complete, the reaction mixture was heated further for 4 h. It was then cooled, diluted with water and extracted with chloroform (×3). The combined organic phase was dried over anhydrous magnesium sulfate, filtered and evaporated in vacu... The reactants are [N-]=[N+]=[N-].[Na+] (Sodium azide), COC=1C=C2C(CC(C2=CC1)=O)(C)C (5-methoxy-3,3-dimethyl-indane-1-one), COC=1C=C2C(CC(C2=CC1)=O)(C)C (5-methoxy-3,3-dimethyl-indane-1-one), S(O)(O)(=O)=O (sulfuric acid). Yields the product COC=1C=C2C(CNC(C2=CC1)=O)(C)C (6-Methoxy-4,4-dimethyl-1,2,3,4-tetrahydro-isoquinoline-1-one). Starting materials: CI, COC(=O)C1CCC(=O)N1, [H-], [Na+], C1CCOC1. The product is COC(=O)C1CCC(=O)N1C. As a reaction SMILES: [CH3:13][I:14].[CH3:1][O:2][C:3]([CH:4]1[NH:5][C:6](=[O:9])[CH2:7][CH2:8]1)=[O:10].[H-:11].[Na+:12].[O:15]1[CH2:16][CH2:17][CH2:18][CH2:19]1>>[CH3:1][O:2][C:3]([CH:4]1[N:5]([CH3:13])[C:6](=[O:9])[CH2:7][CH2:8]1)=[O:10]. The reactants are O=C([O-])[O-], CCOC(=O)c1ccccc1O, CN(C)C=O, CCOC(C)=O, CC(C)(C)OC(=O)CCCCl, [Cs+], [Cs+]. Yields the product CCOC(=O)c1ccccc1OCCCC(=O)OC(C)(C)C. As a reaction SMILES: [C:13](=[O:14])([O-:15])[O-:16].[C:1]([c:2]1[c:3]([OH:4])[cH:5][cH:6][cH:7][cH:8]1)(=[O:9])[O:10][CH2:11][CH3:12].[CH3:19][N:20]([CH3:21])[CH:22]=[O:23].[CH3:35][CH2:36][O:37][C:38](=[O:39])[CH3:40].[Cl:24][CH2:25][CH2:26][CH2:27][C:28](=[O:29])[O:30][C:31]([CH3:32])([CH3:33])[CH3:34].[Cs+:17].[Cs+:18]>>[C:1]([c:2]1[c:3]([O:4][CH2:25][CH2:26][CH2:27][C:28](=[O:29])[O:30][C:31]([CH3:32])([CH3:33])[CH3:34])[cH:5][cH:6][cH:7][cH:8]1)(=[O:9])[O:10][CH2:11][CH3:12]. Starting materials: Cl (hydrochloric acid), BrC1=C(C=CC=C1)C1CC2=C(C(=CO2)C)C(C1)=O (6-(2-bromophenyl)-3-methyl-4,5,6,7-tetrahydrobenzofuran-4-one), C(=N)(N)NN.Cl (aminoguanidine hydrochloride). The solvent is C(C)O (ethanol). Run at temperature 90 celsius, time 2 hour. Product: Cl.BrC1=C(C=CC=C1)C1CC2=C(C(=CO2)C)/C(/C1)=N/NC(=N)N ((E)-6-(2-bromophenyl)-4-guanidinoimino-3-methyl-4,5,6,7-tetrahydrobenzofuran hydrochloride). Isolated yield 85.0%. As a reaction SMILES: [Br:1][C:2]1[CH:7]=[CH:6][CH:5]=[CH:4][C:3]=1[CH:8]1[CH2:17][C:16](=O)[C:11]2[C:12]([CH3:15])=[CH:13][O:14][C:10]=2[CH2:9]1.[C:19]([NH:22][NH2:23])([NH2:21])=[NH:20].[ClH:24].Cl>C(O)C>[ClH:24].[Br:1][C:2]1[CH:7]=[CH:6][CH:5]=[CH:4][C:3]=1[CH:8]1[CH2:17]/[C:16](=[N:23]\[NH:22][C:19]([NH2:21])=[NH:20])/[C:11]2[C:12]([CH3:15])=[CH:13][O:14][C:10]=2[CH2:9]1 |f:1.2,5.6|. Procedure details: To a mixture of 6-(2-bromophenyl)-3-methyl-4,5,6,7-tetrahydrobenzofuran-4-one (0.28 g) and aminoguanidine hydrochloride (102 mg) were added ethanol (20 ml) and 6N hydrochloric acid (0.080 ml), and the mixture was stirred at 90° C. for 2 hours and cooled. The reaction solution was concentrated under reduced pressure, and the residue was washed with ethanol, ethyl acetate and isopropylether, and dried to give (E)-6-(2-bromophenyl)-4-guanidinoimino-3-methyl-4,5,6,7-tetrahydrobenzofuran hydrochlorid... The reactants are CO, CCOC(=O)CN1C(=O)C(N)C(c2ccccc2)Sc2ccccc21, N. Product: NC(=O)CN1C(=O)C(N)C(c2ccccc2)Sc2ccccc21. RXN SMILES: [CH3:27][OH:28].[NH2:1][CH:2]1[CH:3]([c:20]2[cH:21][cH:22][cH:23][cH:24][cH:25]2)[S:4][c:5]2[c:6]([cH:16][cH:17][cH:18][cH:19]2)[N:7]([CH2:10][C:11]([O:13][CH2:12][CH3:14])=[O:15])[C:8]1=[O:9].[NH3:26]>>[NH2:1][CH:2]1[CH:3]([c:20]2[cH:21][cH:22][cH:23][cH:24][cH:25]2)[S:4][c:5]2[c:6]([cH:16][cH:17][cH:18][cH:19]2)[N:7]([CH2:10][C:11](=[O:13])[NH2:26])[C:8]1=[O:9]. Starting materials: Cl (HCl), C(C)OC(\C=C(\C=C\C=C(/C(F)(F)F)\C1=CC=2C(CCC(C2C=C1OC)(C)C)(C)C)/C)=O ((2E,4E,6Z)-8,8,8-trifluoro-7-(3-methoxy-5,5,8,8-tetramethyl-5,6,7,8-tetrahydro-naphthalen-2-yl)-3-methyl-octa-2,4,6-trienoic acid ethyl ester), C(C)OC(\C=C(\C=C\C=C(/C(F)(F)F)\C1=CC=2C(CCC(C2C=C1OC)(C)C)(C)C)/C)=O ((2E,4E,6Z)-8,8,8-trifluoro-7-(3-methoxy-5,5,8,8-tetramethyl-5,6,7,8-tetrahydro-naphthalen-2-yl)-3-methyl-octa-2,4,6-trienoic acid ethyl ester), [OH-].[Na+] (NaOH). Solvent: CCO (EtOH). Reaction conditions: temperature 60 celsius. Yields the product FC(\C(=C/C=C/C(=C/C(=O)O)/C)\C1=CC=2C(CCC(C2C=C1OC)(C)C)(C)C)(F)F ((2E,4E,6Z)-8,8,8-Trifluoro-7-(3-methoxy-5,5,8,8-tetramethyl-5,6,7,8-tetrahydro-naphthalen-2-yl)-3-methyl-octa-2,4,6-trienoic acid). Yield: 93.4%. Reaction SMILES: C([O:3][C:4](=[O:32])/[CH:5]=[C:6](\[CH3:31])/[CH:7]=[CH:8]/[CH:9]=[C:10](/[C:15]1[C:24]([O:25][CH3:26])=[CH:23][C:22]2[C:21]([CH3:28])([CH3:27])[CH2:20][CH2:19][C:18]([CH3:30])([CH3:29])[C:17]=2[CH:16]=1)\[C:11]([F:14])([F:13])[F:12])C.[OH-].[Na+].Cl>CCO>[F:12][C:11]([F:13])([F:14])/[C:10](/[C:15]1[C:24]([O:25][CH3:26])=[CH:23][C:22]2[C:21]([CH3:27])([CH3:28])[CH2:20][CH2:19][C:18]([CH3:30])([CH3:29])[C:17]=2[CH:16]=1)=[CH:9]\[CH:8]=[CH:7]\[C:6](\[CH3:31])=[CH:5]\[C:4]([OH:32])=[O:3] |f:1.2|. Reported procedure: To a solution of (2E,4E,6Z)-8,8,8-trifluoro-7-(3-methoxy-5,5,8,8-tetramethyl-5,6,7,8-tetrahydro-naphthalen-2-yl)-3-methyl-octa-2,4,6-trienoic acid ethyl ester (Compound 1, 87 mg, 0.19 mmol) in EtOH (2 mL) was added 1M NaOH (0.68 mL). The mixture was heated to 60° C. for 2 h, was cooled to ambient temperature, acidified with 1M HCl, and extracted with EtOAc (×3). The combined organic layers were washed with brine, dried over Na2SO4, and concentrated in vacuo. The residue was purified by flash col... The reactants are NC1=NC=CC(=C1N)C (2,3-diamino-4-picoline), C(C)(=O)O (acetic acid). Yields the product CC=1NC=2C(=NC=CC2C)N1 (2,7-Dimethylimidazo[4,5-b]pyridine), product. Yield: 85.0%. Reaction SMILES: [NH2:1][C:2]1[C:7]([NH2:8])=[C:6]([CH3:9])[CH:5]=[CH:4][N:3]=1.[C:10](O)(=O)[CH3:11]>>[CH3:10][C:11]1[NH:8][C:7]2[C:2]([N:1]=1)=[N:3][CH:4]=[CH:5][C:6]=2[CH3:9]. Procedure details: The title compound was prepared from 2,3-diamino-4-picoline (0.246 g, 2 mmol) and acetic acid (0.15 ml) according to the procedure described in Step 1 of Example 9. The crude product was purified by flash chromatography on silica-gel using EtOAc-MeOH (9:1) to give the pure product (0.25 g, 85%) as a light brown solid. Reactants: COC1CC(S(=O)(=O)c2ccc(F)cc2Cl)CC1C(=O)NC1(C#N)CC1, O=C([O-])[O-], [Cs+], [Cs+], Oc1ccc(F)cc1, CN(C)C=O, O. Yields the product COC1CC(S(=O)(=O)c2ccc(Oc3ccc(F)cc3)cc2Cl)CC1C(=O)NC1(C#N)CC1. RXN SMILES: [C:1](#[N:2])[C:3]1([NH:6][C:7](=[O:8])[CH:9]2[CH:10]([O:25][CH3:26])[CH2:11][CH:12]([S:14](=[O:15])(=[O:16])[c:17]3[c:18]([Cl:24])[cH:19][c:20]([F:23])[cH:21][cH:22]3)[CH2:13]2)[CH2:4][CH2:5]1.[C:35](=[O:36])([O-:37])[O-:38].[Cs+:39].[Cs+:40].[F:27][c:28]1[cH:29][cH:30][c:31]([OH:34])[cH:32][cH:33]1.[O:42]=[CH:43][N:44]([CH3:45])[CH3:46].[OH2:41]>>[C:1](#[N:2])[C:3]1([NH:6][C:7](=[O:8])[CH:9]2[CH:10]([O:25][CH3:26])[CH2:11][CH:12]([S:14](=[O:15])(=[O:16])[c:17]3[c:18]([Cl:24])[cH:19][c:20]([O:34][c:31]4[cH:30][cH:29][c:28]([F:27])[cH:33][cH:32]4)[cH:21][cH:22]3)[CH2:13]2)[CH2:4][CH2:5]1.